From a dataset of the Open Reaction Database (ORD), a public repository of structured organic reaction records. describe an organic reaction: reactants, conditions, products, and yield Reactants: [BH4-], CO, CN1CCN(Cc2c(C=O)c(I)nc3cc4c(cc23)OCCO4)CC1, [Na+]. Yields the product CN1CCN(Cc2c(CO)c(I)nc3cc4c(cc23)OCCO4)CC1. Reaction SMILES: [BH4-:26].[CH3:28][OH:29].[I:1][c:2]1[n:3][c:4]2[cH:5][c:6]3[c:7]([cH:8][c:9]2[c:10]([CH2:14][N:15]2[CH2:16][CH2:17][N:18]([CH3:21])[CH2:19][CH2:20]2)[c:11]1[CH:12]=[O:13])[O:22][CH2:23][CH2:24][O:25]3.[Na+:27]>>[I:1][c:2]1[n:3][c:4]2[cH:5][c:6]3[c:7]([cH:8][c:9]2[c:10]([CH2:14][N:15]2[CH2:16][CH2:17][N:18]([CH3:21])[CH2:19][CH2:20]2)[c:11]1[CH2:12][OH:13])[O:22][CH2:23][CH2:24][O:25]3. Reactants: N1(CCOCC1)C=1N=C(NC(C1)=O)CC(=O)OCC (ethyl [4-(morpholin-4-yl)-6-oxo-1,6-dihydropyrimidin-2-yl]acetate), CC1=C(N)C=CC=C1 (2-methylaniline). The product is CC1=C(C=CC=C1)NC(CC=1NC(C=C(N1)N1CCOCC1)=O)=O (N-(2-methylphenyl)-2-[4-(morpholin-4-yl)-6-oxo-1,6-dihydropyrimidin-2-yl]acetamide). Yield: 20.6%. Reaction SMILES: [N:1]1([C:7]2[N:8]=[C:9]([CH2:14][C:15]([O:17]CC)=O)[NH:10][C:11](=[O:13])[CH:12]=2)[CH2:6][CH2:5][O:4][CH2:3][CH2:2]1.[CH3:20][C:21]1[CH:27]=[CH:26][CH:25]=[CH:24][C:22]=1[NH2:23]>>[CH3:20][C:21]1[CH:27]=[CH:26][CH:25]=[CH:24][C:22]=1[NH:23][C:15](=[O:17])[CH2:14][C:9]1[NH:10][C:11](=[O:13])[CH:12]=[C:7]([N:1]2[CH2:2][CH2:3][O:4][CH2:5][CH2:6]2)[N:8]=1. Procedure details: The product is prepared according to the procedure described in Example 9, using 300 mg of ethyl [4-(morpholin-4-yl)-6-oxo-1,6-dihydropyrimidin-2-yl]acetate prepared in stage 1 of Example 1 and 582 mg of 2-methylaniline in place of the 2-fluoroaniline. 76 mg of N-(2-methylphenyl)-2-[4-(morpholin-4-yl)-6-oxo-1,6-dihydropyrimidin-2-yl]acetamide are obtained in the form of a white solid, the characteristics of which are the following: Reactants: Cl.NO (hydroxylamine hydrochloride), C1(=CC=CC=C1)CC(=O)CN1C(C=2C(C1=O)=CC=CC2)=O (1-phenyl-3-phthalimidoacetone). Run in N1=CC=CC=C1.C(C)O (pyridine ethanol). Yields the product N(O)=C(CC1=CC=CC=C1)CN1C(C=2C(C1=O)=CC=CC2)=O (2-oximino-1-phenyl-3-phthalimidopropane). Yield: 29.8%. RXN SMILES: Cl.[NH2:2][OH:3].[C:4]1([CH2:10][C:11]([CH2:13][N:14]2[C:18](=[O:19])[C:17]3=[CH:20][CH:21]=[CH:22][CH:23]=[C:16]3[C:15]2=[O:24])=O)[CH:9]=[CH:8][CH:7]=[CH:6][CH:5]=1>N1C=CC=CC=1.C(O)C>[N:2](=[C:11]([CH2:13][N:14]1[C:18](=[O:19])[C:17]2=[CH:20][CH:21]=[CH:22][CH:23]=[C:16]2[C:15]1=[O:24])[CH2:10][C:4]1[CH:9]=[CH:8][CH:7]=[CH:6][CH:5]=1)[OH:3] |f:0.1,3.4|. Procedure details: A mixture of hydroxylamine hydrochloride (9 g.) and a solution of 1-phenyl-3-phthalimidoacetone (23.4 g.) in pyridine/ethanol (80 ml.-80 ml.) was stirred at ambient temperature for 3 days. The resulting solution was concentrated, the residue washed twice with a mixture of toluene and methylene chloride and dried. The residue was purified by column chromatography on activated silica gel using cyclohexane/EtOAc 7:3 v/v as eluant to give 2-oximino-1-phenyl-3-phthalimidopropane (7.35 g.) as a mixtur... Starting materials: C([O-])([O-])=O.[K+].[K+] (potassium carbonate), CC1=C2C=NN(C2=CC=C1O)C1OCCCC1 (4-methyl-1-tetrahydro-2H-pyran-2-yl-1H-indazol-5-ol), CC1=C2C=NN(C2=CC=C1OC1=CC(=CC=C1)[N+](=O)[O-])C1OCCCC1 (4-methyl-5-(3-nitrophenoxy)-1-tetrahydro-2H-pyran-2-yl-1H-indazole), ClC=1C=C(C=CC1F)[N+](=O)[O-] (3-chloro-4-fluoronitrobenzene). Solvent: CN(C=O)C (N,N-dimethylformamide), O (water), C(C)N(CC)CC (triethylamine). Conditions: time 14 hour. The product is ClC1=C(OC=2C(=C3C=NNC3=CC2)C)C=CC(=C1)[N+](=O)[O-] (5-(2-chloro-4-nitrophenoxy)-4-methyl-1H-indazole). Isolated yield 85.6%. As a reaction SMILES: [CH3:1][C:2]1[C:10]([OH:11])=[CH:9][CH:8]=[C:7]2[C:3]=1[CH:4]=[N:5][N:6]2C1CCCCO1.CC1C(OC2C=CC=C([N+]([O-])=O)C=2)=CC=C2C=1C=NN2C1CCCCO1.[Cl:44][C:45]1[CH:46]=[C:47]([N+:52]([O-:54])=[O:53])[CH:48]=[CH:49][C:50]=1F.C(=O)([O-])[O-].[K+].[K+]>CN(C)C=O.C(N(CC)CC)C.O>[Cl:44][C:45]1[CH:46]=[C:47]([N+:52]([O-:54])=[O:53])[CH:48]=[CH:49][C:50]=1[O:11][C:10]1[C:2]([CH3:1])=[C:3]2[C:7](=[CH:8][CH:9]=1)[NH:6][N:5]=[CH:4]2 |f:3.4.5|. Procedure details: Under nitrogen, the 4-methyl-1-tetrahydro-2H-pyran-2-yl-1H-indazol-5-ol (150 mg, 0.646 mmol) obtained in Example 734, (a) and 3-chloro-4-fluoronitrobenzene (125 mg, 0.710 mmol) were dissolved in N,N-dimethylformamide (2 ml), followed by adding thereto potassium carbonate (134 mg, 0.969 mmol), and the resulting mixture was stirred at 70° C. for 1.5 hours. After the reaction solution was cooled to room temperature, water was added thereto, followed by extraction with toluene/ethyl acetate=1/3. The... Starting materials: COC(=O)c1cc(Br)c(=O)n(C)c1Nc1ccc(Br)cc1F, CO, Cl, [Na+], [OH-], O. The product is Cn1c(Nc2ccc(Br)cc2F)c(C(=O)O)cc(Br)c1=O. Reaction SMILES: [CH3:1][O:2][C:3](=[O:4])[c:5]1[c:6]([NH:14][c:15]2[c:16]([F:22])[cH:17][c:18]([Br:21])[cH:19][cH:20]2)[n:7]([CH3:13])[c:8](=[O:12])[c:9]([Br:11])[cH:10]1.[CH3:26][OH:27].[ClH:25].[Na+:24].[OH-:23].[OH2:28]>>[O:2]=[C:3]([OH:4])[c:5]1[c:6]([NH:14][c:15]2[c:16]([F:22])[cH:17][c:18]([Br:21])[cH:19][cH:20]2)[n:7]([CH3:13])[c:8](=[O:12])[c:9]([Br:11])[cH:10]1. Reactants: [N].COC1=C(C=CC=C1OC)CCC(=O)O (3-(2,3-Dimethoxyphenyl)-propanoic acid Nitrogen), COC1=C(C=CC=C1OC)\C=C/C(=O)O ((Z)-3-(2,3-dimethoxyphenyl)-2-propenoic acid), [H][H] (hydrogen). Product: COC1=C(C=CC=C1OC)CCC(=O)O (3-(2,3-dimethoxyphenyl)-propanoic acid). Procedure: 3-(2,3-Dimethoxyphenyl)-propanoic acid Nitrogen was passed through a stirred suspension of (Z)-3-(2,3-dimethoxyphenyl)-2-propenoic acid (14,67 g) in 400 ml of methanol during 15 minutes. Then 1.4 g of 10% palladium on activated carbon were added and a stream of hydrogen was passed through the reaction mixture for 16 hours. After removing the palladium catalyst by filtration, the filtrate was evaporated to yield 14.2 g of 3-(2,3-dimethoxyphenyl)-propanoic acid, M.S. (C.I.) (M/Z): 211 [M+H]+. Reagents/catalysts: [Pd] (palladium on activated carbon). As a reaction SMILES: [N].[CH3:2][O:3][C:4]1[C:9]([O:10][CH3:11])=[CH:8][CH:7]=[CH:6][C:5]=1[CH2:12][CH2:13][C:14]([OH:16])=[O:15].COC1C(OC)=CC=CC=1/C=C\C(O)=O.[H][H]>CO.[Pd]>[CH3:2][O:3][C:4]1[C:9]([O:10][CH3:11])=[CH:8][CH:7]=[CH:6][C:5]=1[CH2:12][CH2:13][C:14]([OH:16])=[O:15] |f:0.1|. The solvent is CO (methanol).